This data is from the Open Reaction Database (ORD), a public repository of structured organic reaction records. The task is: describe an organic reaction: reactants, conditions, products, and yield The reactants are CO, O=C1C(=Cc2ccc(Cl)c(Cl)c2)C(=O)c2ccccc21, [Na+], [OH-], O, OO. The product is O=C1c2ccccc2C(=O)C12OC2c1ccc(Cl)c(Cl)c1. As a reaction SMILES: [CH3:26][OH:27].[Cl:1][c:2]1[cH:3][c:4]([CH:5]=[C:6]2[C:7](=[O:16])[c:8]3[cH:9][cH:10][cH:11][cH:12][c:13]3[C:14]2=[O:15])[cH:17][cH:18][c:19]1[Cl:20].[Na+:24].[OH-:23].[OH2:25].[OH:21][OH:22]>>[Cl:1][c:2]1[cH:3][c:4]([CH:5]2[C:6]3([C:7](=[O:16])[c:8]4[cH:9][cH:10][cH:11][cH:12][c:13]4[C:14]3=[O:15])[O:21]2)[cH:17][cH:18][c:19]1[Cl:20]. The reactants are C(C1=CC=CC=C1)N1CC(C(C1)C1=CC(=C(C=C1)Cl)Cl)N(C)CC1=CC(=C(C=C1)C(F)(F)F)F ([(3RS,4SR)-1-benzyl-4-(3,4-dichloro-phenyl)-pyrrolidin-3-yl]-(3-fluoro-4trifluoromethyl-benzyl)-methyl-amine), ClC(=O)OCC(Cl)(Cl)Cl (2,2,2-trichloroethyl chloroformate). Run in CC#N (CH3CN). Run at time 3 hour. Yields the product ClC=1C=C(C=CC1Cl)C1C(CNC1)N(C)CC1=CC(=C(C=C1)C(F)(F)F)F ([(3RS,4SR)-4-(3,4-Dichloro-phenyl)-pyrrolidin-3-yl]-(3-fluoro-4-trifluoromethyl-benzyl)-methyl-amine). Isolated yield 52.6%. As a reaction SMILES: C([N:8]1[CH2:12][CH:11]([C:13]2[CH:18]=[CH:17][C:16]([Cl:19])=[C:15]([Cl:20])[CH:14]=2)[CH:10]([N:21]([CH2:23][C:24]2[CH:29]=[CH:28][C:27]([C:30]([F:33])([F:32])[F:31])=[C:26]([F:34])[CH:25]=2)[CH3:22])[CH2:9]1)C1C=CC=CC=1.ClC(OCC(Cl)(Cl)Cl)=O>CC#N>[Cl:20][C:15]1[CH:14]=[C:13]([CH:11]2[CH2:12][NH:8][CH2:9][CH:10]2[N:21]([CH2:23][C:24]2[CH:29]=[CH:28][C:27]([C:30]([F:32])([F:33])[F:31])=[C:26]([F:34])[CH:25]=2)[CH3:22])[CH:18]=[CH:17][C:16]=1[Cl:19]. Procedure details: To a stirred solution of [(3RS,4SR)-1-benzyl-4-(3,4-dichloro-phenyl)-pyrrolidin-3-yl]-(3-fluoro-4trifluoromethyl-benzyl)-methyl-amine (3.30 g, 6.45 mmol) in CH3CN (45 ml) at RT, was added 2,2,2-trichloroethyl chloroformate (1.30 ml, 9.67 mmol). The reaction mixture was stirred at RT for 3 hours, concentrated under vacuo. The residue was dissolved in AcOH (10 ml) and zinc dust (1.0 g) was added portion wise over 3 hours. The solvent was evaporated, the residue diluted in EtOAc and the organic pha... Starting materials: [Li]C(C)(C)C, CC(=O)O, C1CCOC1, CCOC(C)=O, Clc1ncccn1, Clc1ccc(Br)cc1Cl, N#CC1=C(C#N)C(=O)C(Cl)=C(Cl)C1=O, O. The product is Clc1nccc(-c2ccc(Cl)c(Cl)c2)n1. Reaction SMILES: [C:10]([Li:11])([CH3:12])([CH3:13])[CH3:14].[C:48]([OH:49])(=[O:50])[CH3:51].[CH2:36]1[O:37][CH2:38][CH2:39][CH2:40]1.[CH3:42][CH2:43][O:44][C:45]([CH3:46])=[O:47].[Cl:15][c:16]1[n:17][cH:18][cH:19][cH:20][n:21]1.[Cl:1][c:2]1[cH:3][c:4]([Br:9])[cH:5][cH:6][c:7]1[Cl:8].[Cl:22][C:23]1=[C:34]([Cl:35])[C:32](=[O:33])[C:29]([C:30]#[N:31])=[C:26]([C:27]#[N:28])[C:24]1=[O:25].[OH2:41]>>[Cl:1][c:2]1[cH:3][c:4](-[c:18]2[n:17][c:16]([Cl:15])[n:21][cH:20][cH:19]2)[cH:5][cH:6][c:7]1[Cl:8].